The task is: describe an organic reaction: reactants, conditions, products, and yield. This data is from the Open Reaction Database (ORD), a public repository of structured organic reaction records. The reactants are O=C([O-])[O-], [Cs+], [Cs+], CC(=O)Nc1ccc(F)cc1O, O=[N+]([O-])c1cccc(S(=O)(=O)OCC2CO2)c1, CN(C)C=O. The product is CC(=O)Nc1ccc(F)cc1OCC1CO1. RXN SMILES: [C:30](=[O:31])([O-:32])[O-:33].[Cs+:34].[Cs+:35].[F:1][c:2]1[cH:3][c:4]([OH:12])[c:5]([NH:8][C:9]([CH3:10])=[O:11])[cH:6][cH:7]1.[O:13]1[CH:14]([CH2:16][O:17][S:18]([c:19]2[cH:20][cH:21][cH:22][c:23]([N+:24]([O-:25])=[O:26])[cH:27]2)(=[O:28])=[O:29])[CH2:15]1.[O:36]=[CH:37][N:38]([CH3:39])[CH3:40]>>[F:1][c:2]1[cH:3][c:4]([O:12][CH2:16][CH:14]2[O:13][CH2:15]2)[c:5]([NH:8][C:9]([CH3:10])=[O:11])[cH:6][cH:7]1.